The task is: describe an organic reaction: reactants, conditions, products, and yield. This data is from the Open Reaction Database (ORD), a public repository of structured organic reaction records. The reactants are C(C1=CC=CC=C1)N1C(N(CC1)C=1SC(=C(N1)C)C(=O)O)=O (2-(3-benzyl-2-oxoimidazolidin-1-yl)-4-methylthiazole-5-carboxylic acid), CC=1N=C(SC1C(=O)O)N1C(N(CC1)CC1=CC=C(C=C1)C(F)(F)F)=O (4-methyl-2-(2-oxo-3-(4-(trifluoromethyl)benzyl)imidazolidin-1-yl)thiazole-5-carboxylic acid), C(C1=CC=CC=C1)N (benzylamine). The product is C(C1=CC=CC=C1)NC(=O)C1=C(N=C(S1)N1C(N(CC1)CC1=CC=C(C=C1)C(F)(F)F)=O)C (N-benzyl-4-methyl-2-(2-oxo-3-(4-(trifluoromethyl)benzyl)imidazolidin-1-yl)thiazole-5-carboxamide). The yield is 44.0%. Reaction SMILES: [CH2:1]([N:8]1CCN(C2SC(C(O)=O)=C(C)N=2)C1=O)[C:2]1[CH:7]=[CH:6][CH:5]=[CH:4][CH:3]=1.[CH3:23][C:24]1[N:25]=[C:26]([N:32]2[CH2:36][CH2:35][N:34]([CH2:37][C:38]3[CH:43]=[CH:42][C:41]([C:44]([F:47])([F:46])[F:45])=[CH:40][CH:39]=3)[C:33]2=[O:48])[S:27][C:28]=1[C:29]([OH:31])=O.C(N)C1C=CC=CC=1>>[CH2:1]([NH:8][C:29]([C:28]1[S:27][C:26]([N:32]2[CH2:36][CH2:35][N:34]([CH2:37][C:38]3[CH:43]=[CH:42][C:41]([C:44]([F:45])([F:46])[F:47])=[CH:40][CH:39]=3)[C:33]2=[O:48])=[N:25][C:24]=1[CH3:23])=[O:31])[C:2]1[CH:7]=[CH:6][CH:5]=[CH:4][CH:3]=1. Procedure: Following the procedure as describe in Example 9, making variations as required to replace 2-(3-benzyl-2-oxoimidazolidin-1-yl)-4-methylthiazole-5-carboxylic acid with 4-methyl-2-(2-oxo-3-(4-(trifluoromethyl)benzyl)imidazolidin-1-yl)thiazole-5-carboxylic acid to react with benzylamine, the title compound was obtained as a white powder in 44% yield: mp 127-128° C.; 1H NMR (300 MHz, CDCl3) δ 7.60 (d, J=8.1 Hz, 2H), 7.41-7.26 (m, 7H), 5.90 (t, J=5.7 Hz, 1H), 4.55 (d, J=5.7 Hz, 2H), 4.51 (s, 2H), 4.0... Solvent: ClCCl (dichloromethane). Reaction conditions: temperature 0 celsius, time 8 hour. RXN SMILES: O[CH2:2][C:3]1[N:7]([CH:8]2[C:17]3[C:12](=[CH:13][CH:14]=[CH:15][CH:16]=3)[C:11](=[O:18])[O:10][C:9]2([CH3:20])[CH3:19])[CH:6]=[N:5][CH:4]=1.CCN(S(F)(F)[F:27])CC>ClCCl>[F:27][CH2:2][C:3]1[N:7]([CH:8]2[C:17]3[C:12](=[CH:13][CH:14]=[CH:15][CH:16]=3)[C:11](=[O:18])[O:10][C:9]2([CH3:20])[CH3:19])[CH:6]=[N:5][CH:4]=1. Yields the product FCC1=CN=CN1C1C(OC(C2=CC=CC=C12)=O)(C)C (4-(5-fluoromethyl-imidazol-1-yl)-3,3-dimethyl-isochroman-1-one). Reported procedure: To a solution of 4-(5-hydroxymethyl-imidazol-1-yl)-3,3-dimethyl-isochroman-1-one (0.158 g, 0.574 mmol) (Example 6d) in dichloromethane (7 mL) at 0° C. under nitrogen is added DAST (0.487 g, 2.872 mmol) dropwise. The mixture is stirred at 0° C. overnight. After dilution with dichloromethane, the organic phase is washed twice with saturated aqueous sodium bicarbonate, water and brine. The combined aqueous phase is back-extracted once with dichloromethane. The combined organic phase is dried over m... Reactants: OCC1=CN=CN1C1C(OC(C2=CC=CC=C12)=O)(C)C (4-(5-hydroxymethyl-imidazol-1-yl)-3,3-dimethyl-isochroman-1-one), CCN(CC)S(F)(F)F (DAST).